Task: describe an organic reaction: reactants, conditions, products, and yield. Dataset: the Open Reaction Database (ORD), a public repository of structured organic reaction records Reactants: COC(=O)c1sc(-c2cccc(NC3CCN(S(=O)(=O)Cc4ccccc4)CC3)c2)c(Br)c1OCC(=O)OC(C)(C)C, Cl, C1COCCO1. The product is COC(=O)c1sc(-c2cccc(NC3CCN(S(=O)(=O)Cc4ccccc4)CC3)c2)c(Br)c1OCC(=O)O. RXN SMILES: [CH3:1][O:2][C:3](=[O:4])[c:5]1[s:6][c:7](-[c:20]2[cH:21][c:22]([NH:26][CH:27]3[CH2:28][CH2:29][N:30]([S:33](=[O:34])(=[O:35])[CH2:36][c:37]4[cH:38][cH:39][cH:40][cH:41][cH:42]4)[CH2:31][CH2:32]3)[cH:23][cH:24][cH:25]2)[c:8]([Br:19])[c:9]1[O:10][CH2:11][C:12](=[O:13])[O:14][C:15]([CH3:16])([CH3:17])[CH3:18].[ClH:43].[O:44]1[CH2:45][CH2:46][O:47][CH2:48][CH2:49]1>>[CH3:1][O:2][C:3](=[O:4])[c:5]1[s:6][c:7](-[c:20]2[cH:21][c:22]([NH:26][CH:27]3[CH2:28][CH2:29][N:30]([S:33](=[O:34])(=[O:35])[CH2:36][c:37]4[cH:38][cH:39][cH:40][cH:41][cH:42]4)[CH2:31][CH2:32]3)[cH:23][cH:24][cH:25]2)[c:8]([Br:19])[c:9]1[O:10][CH2:11][C:12](=[O:13])[OH:14].